Dataset: the Open Reaction Database (ORD), a public repository of structured organic reaction records. Task: describe an organic reaction: reactants, conditions, products, and yield The reactants are Cc1cc(Br)c(OCc2ccccc2)c2c1CCC2, C1CCOC1, [Li]CCCC. The product is Cc1cc(C=O)c(OCc2ccccc2)c2c1CCC2. Reaction SMILES: [CH2:1]([c:2]1[cH:3][cH:4][cH:5][cH:6][cH:7]1)[O:8][c:9]1[c:10]2[c:14]([c:15]([CH3:19])[cH:16][c:17]1[Br:18])[CH2:13][CH2:12][CH2:11]2.[CH2:25]1[CH2:27][CH2:26][CH2:28][O:29]1.[CH3:20][CH2:21][CH2:22][CH2:23][Li:24]>>[CH2:1]([c:2]1[cH:3][cH:4][cH:5][cH:6][cH:7]1)[O:8][c:9]1[c:10]2[c:14]([c:15]([CH3:19])[cH:16][c:17]1[CH:28]=[O:29])[CH2:13][CH2:12][CH2:11]2. Reaction SMILES: [CH2:16]1[CH2:17][CH2:18][NH:19][CH2:20]1.[CH3:21][SiH:22]([CH3:23])[N:24]([CH3:25])[Si:26]([CH3:27])([CH3:28])[CH3:29].[NH4+:10].[NH4+:9].[O-:11][S:12](=[O:13])(=[O:14])[O-:15].[O:1]1[NH:2][C:3](=[O:8])[NH:4][C:5](=[O:7])[CH2:6]1.[O:30]1[CH2:31][CH2:32][O:33][CH2:34][CH2:35]1>>[O:1]1[NH:2][C:3](=[O:8])[N:4]=[C:5]([N:19]2[CH2:18][CH2:17][CH2:16][CH2:20]2)[CH2:6]1. Yields the product O=C1N=C(N2CCCC2)CON1. Reactants: C1CCNC1, CN([SiH](C)C)[Si](C)(C)C, [NH4+], [NH4+], O=S(=O)([O-])[O-], O=C1CONC(=O)N1, C1COCCO1. Reactants: C([O-])([O-])=O.[Na+].[Na+] (sodium carbonate), bis(triphenylphosphane)palladium(II) chloride, BrC1=CC=C(C=C1)CC(=O)OC (methyl 4-bromophenylacetate), FC1=C(C=CC=C1)B(O)O (2-fluorophenylboronic acid). Solvent: O1CCCC1 (tetrahydrofuran), O (water). The product is FC1=C(C=CC=C1)C1=CC=C(C=C1)CC(=O)OC (Methyl (2′-fluoro[1,1′-biphenyl]-4-yl)acetate). Reaction SMILES: Br[C:2]1[CH:7]=[CH:6][C:5]([CH2:8][C:9]([O:11][CH3:12])=[O:10])=[CH:4][CH:3]=1.C(=O)([O-])[O-].[Na+].[Na+].[F:19][C:20]1[CH:25]=[CH:24][CH:23]=[CH:22][C:21]=1B(O)O>O1CCCC1.O>[F:19][C:20]1[CH:25]=[CH:24][CH:23]=[CH:22][C:21]=1[C:2]1[CH:7]=[CH:6][C:5]([CH2:8][C:9]([O:11][CH3:12])=[O:10])=[CH:4][CH:3]=1 |f:1.2.3|. Reported procedure: Under argon, 47.6 g (0.21 mol) of methyl 4-bromophenylacetate are initially charged in 400 ml of absolute tetrahydrofuran and, at room temperature, admixed with 320 ml of 1M sodium carbonate solution and 40 g of (0.28 mol) of 2-fluorophenylboronic acid. 7.0 g (0.01 mol) of bis(triphenylphosphane)palladium(II) chloride are added, and the mixture is then heated under reflux for 18 h. After cooling, the mixture is diluted with 500 ml of water and extracted three times with in each case 300 ml of et... Reactants: CCOc1ccc2c(c1)n(C1CCCCC1)c(=O)n2S(=O)(=O)c1ccc(C(=O)O)cc1OC, CCN(C(C)C)C(C)C, ClCCl, Cl, NC1Cc2ccccc2C1. Reaction SMILES: [CH2:1]([CH3:2])[O:3][c:4]1[cH:5][c:6]2[c:7]([n:8]([S:18](=[O:19])(=[O:20])[c:21]3[c:22]([O:30][CH3:31])[cH:23][c:24]([C:27](=[O:28])[OH:29])[cH:25][cH:26]3)[c:9](=[O:17])[n:10]2[CH:11]2[CH2:12][CH2:13][CH2:14][CH2:15][CH2:16]2)[cH:32][cH:33]1.[CH:45]([N:46]([CH2:47][CH3:48])[CH:49]([CH3:50])[CH3:51])([CH3:52])[CH3:53].[Cl:54][CH2:55][Cl:56].[ClH:34].[NH2:35][CH:36]1[CH2:37][c:38]2[cH:39][cH:40][cH:41][cH:42][c:43]2[CH2:44]1>>[CH2:1]([CH3:2])[O:3][c:4]1[cH:5][c:6]2[c:7]([n:8]([S:18](=[O:19])(=[O:20])[c:21]3[c:22]([O:30][CH3:31])[cH:23][c:24]([C:27](=[O:28])[NH:35][CH:36]4[CH2:37][c:38]5[cH:39][cH:40][cH:41][cH:42][c:43]5[CH2:44]4)[cH:25][cH:26]3)[c:9](=[O:17])[n:10]2[CH:11]2[CH2:12][CH2:13][CH2:14][CH2:15][CH2:16]2)[cH:32][cH:33]1. Yields the product CCOc1ccc2c(c1)n(C1CCCCC1)c(=O)n2S(=O)(=O)c1ccc(C(=O)NC2Cc3ccccc3C2)cc1OC. Starting materials: ClC=1C=C(C=CC1Cl)C1(CN(CC1)C(C1=CC(=C(C(=C1)OC)OC)OC)=O)CCCS(=O)(=O)[O-] (2-[3-(3,4-dichloro-phenyl)-1-(3,4,5-trimethoxy-benzoyl)-pyrrolidin-3-yl]-ethyl-methanesulfonate), FC1=CC=C(C=C1)N1CNC(C12CCNCC2)=O (1-(4-fluoro-phenyl)-1,3,8-triaza-spiro[4.5]decan-4-one). Yields the product ClC=1C=C(C=CC1Cl)C1(CN(CC1)C(C1=CC(=C(C(=C1)OC)OC)OC)=O)CCN1CCC2(C(NCN2C2=CC=C(C=C2)F)=O)CC1 (8-[2-[3-(3,4-dichloro-phenyl)-1-(3,4,5-trimethoxy-benzoyl)-pyrrolidin-3-yl]-ethyl]-1-(4-fluoro-phenyl)-1,3,8-triaza-spiro[4.5]decan-4-one). As a reaction SMILES: [Cl:1][C:2]1[CH:3]=[C:4]([C:9]2([CH2:28][CH2:29]CS([O-])(=O)=O)[CH2:13][CH2:12][N:11]([C:14](=[O:27])[C:15]3[CH:20]=[C:19]([O:21][CH3:22])[C:18]([O:23][CH3:24])=[C:17]([O:25][CH3:26])[CH:16]=3)[CH2:10]2)[CH:5]=[CH:6][C:7]=1[Cl:8].[F:35][C:36]1[CH:41]=[CH:40][C:39]([N:42]2[C:46]3([CH2:51][CH2:50][NH:49][CH2:48][CH2:47]3)[C:45](=[O:52])[NH:44][CH2:43]2)=[CH:38][CH:37]=1>>[Cl:1][C:2]1[CH:3]=[C:4]([C:9]2([CH2:28][CH2:29][N:49]3[CH2:48][CH2:47][C:46]4([N:42]([C:39]5[CH:38]=[CH:37][C:36]([F:35])=[CH:41][CH:40]=5)[CH2:43][NH:44][C:45]4=[O:52])[CH2:51][CH2:50]3)[CH2:13][CH2:12][N:11]([C:14](=[O:27])[C:15]3[CH:16]=[C:17]([O:25][CH3:26])[C:18]([O:23][CH3:24])=[C:19]([O:21][CH3:22])[CH:20]=3)[CH2:10]2)[CH:5]=[CH:6][C:7]=1[Cl:8]. Procedure: Prepare by the method of example 3.3 using 2-[3-(3,4-dichloro-phenyl)-1-(3,4,5-trimethoxy-benzoyl)-pyrrolidin-3-yl]-ethyl-methanesulfonate (5 mmol) and 1-(4-fluoro-phenyl)-1,3,8-triaza-spiro[4.5]decan-4-one (7.5 mmol, 1.5 eq.). Chromatograph on silica gel to give the title compound. The reactants are C1(=CC=CC=C1)NCC(=O)O (phenylglycine), C([O-])([O-])=O.[Na+].[Na+] (sodium carbonate), C(=O)(OCC)N1C(C=2C(C1=O)=CC=CC2)=O (N-carbethoxyphthalimide). Run in O (water). Reaction conditions: time 45 minute. The product is C1(C=2C(C(N1C1=C(C=CC=C1)CC(=O)O)=O)=CC=CC2)=O (2-phthalimidophenylacetic acid). Isolated yield 51.2%. RXN SMILES: [C:1]1(NCC(O)=O)[CH:6]=[CH:5][CH:4]=[CH:3][CH:2]=1.[C:12](=[O:15])([O-])[O-:13].[Na+].[Na+].[C:18]([N:23]1[C:27](=[O:28])[C:26]2=[CH:29][CH:30]=[CH:31][CH:32]=[C:25]2[C:24]1=[O:33])(OCC)=O>O>[C:24]1(=[O:33])[N:23]([C:18]2[CH:5]=[CH:6][CH:1]=[CH:2][C:3]=2[CH2:4][C:12]([OH:13])=[O:15])[C:27](=[O:28])[C:26]2=[CH:29][CH:30]=[CH:31][CH:32]=[C:25]12 |f:1.2.3|. Procedure details: To a stirred mixture of phenylglycine (3.0 g, 20 mmol) and sodium carbonate (2.23 g, 21 mmol) in 450 mL of water is added N-carbethoxyphthalimide (4.38 g, 20 mmol). After 45 minutes, the reaction slurry is filtered. The filtrate is stirred and the pH adjusted to 1-2 with 4N hydrochloric acid. After 1 hour, the resulting slurry is filtered and the solid washed with water. The solid is dried in vacuo (60° C., <1 mm) to afford 2.88 g (51%) of 2-phthalimidophenylacetic acid as a white powder. Procedure details: To 3-amino-5-(1-(3-benzoylphenyl)ethyl)-1,2,4-oxadiazole (0.60 g, 2.0 mmol) in pyridine (10 ml) was added methoxyamine hydrochloride (0.224 g, 2.7 mol). After reflux with stirring for 18 h, the mixture was poured upon ice water, extracted with ethylacetate. The extracts were washed with water, dried with anhydrous sodium sulfate, and evaporated under reduced pressure to a residue, which was chromatographed to afford 3-amino-5-(1-(3-(α-methoxyiminobenzyl)phenyl)ethyl)-1,2,4-oxadiazole (0.678 g, q... The product is NC1=NOC(=N1)C(C)C1=CC(=CC=C1)C(C1=CC=CC=C1)=NOC (3-amino-5-(1-(3-(α-methoxyiminobenzyl)phenyl)ethyl)-1,2,4-oxadiazole). As a reaction SMILES: [NH2:1][C:2]1[N:6]=[C:5]([CH:7]([C:9]2[CH:14]=[CH:13][CH:12]=[C:11]([C:15](=O)[C:16]3[CH:21]=[CH:20][CH:19]=[CH:18][CH:17]=3)[CH:10]=2)[CH3:8])[O:4][N:3]=1.Cl.[CH3:24][O:25][NH2:26]>N1C=CC=CC=1>[NH2:1][C:2]1[N:6]=[C:5]([CH:7]([C:9]2[CH:14]=[CH:13][CH:12]=[C:11]([C:15](=[N:26][O:25][CH3:24])[C:16]3[CH:21]=[CH:20][CH:19]=[CH:18][CH:17]=3)[CH:10]=2)[CH3:8])[O:4][N:3]=1 |f:1.2|. Reaction conditions: time 18 hour. Reactants: NC1=NOC(=N1)C(C)C1=CC(=CC=C1)C(C1=CC=CC=C1)=O (3-amino-5-(1-(3-benzoylphenyl)ethyl)-1,2,4-oxadiazole), Cl.CON (methoxyamine hydrochloride), ice water. Run in N1=CC=CC=C1 (pyridine). The yield is 105.2%. Starting materials: [H-].[Na+] (sodium hydride), CN1NC(CC1=O)C1=C(C=CC=C1)F (2-methyl-5-(2-fluorophenyl)-pyrazolin-3-one), solution, Cl (hydrochloric acid), C(C1=CC=CC=C1)N(C)CCCCl (3-(N-benzyl-N-methylamino)-propyl chloride). Solvent: paraffin, CN1C(N(CCC1)C)=O (1,3-dimethyl-3,4,5,6-tetrahydro-2(1H)-pyrimidone), C(C)(C)O (isopropanol), COC(C)(C)C (tert-butyl methyl ether), CC(=O)C (acetone). Conditions: temperature 80 celsius, time 30 minute. Product: C(C1=CC=CC=C1)N(C)CCCOC=1N(N=C(C1)C1=C(C=CC=C1)F)C (3-[3-(N-benzyl-N-methylamino)-propyloxy]-2-methyl-5-(2-fluorophenyl)-pyrazole). The yield is 74.6%. As a reaction SMILES: [CH3:1][N:2]1[C:6](=[O:7])[CH2:5][CH:4]([C:8]2[CH:13]=[CH:12][CH:11]=[CH:10][C:9]=2[F:14])[NH:3]1.[H-].[Na+].[CH2:17]([N:24]([CH2:26][CH2:27][CH2:28]Cl)[CH3:25])[C:18]1[CH:23]=[CH:22][CH:21]=[CH:20][CH:19]=1.Cl>CN1CCCN(C)C1=O.C(O)(C)C.COC(C)(C)C.CC(C)=O>[CH2:17]([N:24]([CH2:26][CH2:27][CH2:28][O:7][C:6]1[N:2]([CH3:1])[N:3]=[C:4]([C:8]2[CH:13]=[CH:12][CH:11]=[CH:10][C:9]=2[F:14])[CH:5]=1)[CH3:25])[C:18]1[CH:23]=[CH:22][CH:21]=[CH:20][CH:19]=1 |f:1.2|. Procedure details: 3.3 g of 2-methyl-5-(2-fluorophenyl)-pyrazolin-3-one were dissolved in 50 ml of 1,3-dimethyl-3,4,5,6-tetrahydro-2(1H)-pyrimidone. 0.55 g of sodium hydride (as an 80% strength solution in paraffin) was added to this solution and the reaction mixture was stirred at 80° C. for 30 minutes. 3.3 g of 3-(N-benzyl-N-methylamino)-propyl chloride were added to the reaction mixture which was stirred at 80° C. for a further 2 hours. After the reaction mixture had cooled, 10 ml of a 2N solution of hydrochlor... The reactants are COc1ccccc1N, Clc1nc(Cl)c2ccccc2n1. The product is COc1ccccc1Nc1nc(Cl)nc2ccccc12. RXN SMILES: [CH3:13][O:14][c:15]1[c:16]([NH2:17])[cH:18][cH:19][cH:20][cH:21]1.[Cl:1][c:2]1[n:3][c:4]2[cH:5][cH:6][cH:7][cH:8][c:9]2[c:10]([Cl:12])[n:11]1>>[Cl:1][c:2]1[n:3][c:4]2[cH:5][cH:6][cH:7][cH:8][c:9]2[c:10]([NH:17][c:16]2[c:15]([O:14][CH3:13])[cH:21][cH:20][cH:19][cH:18]2)[n:11]1.